Dataset: the Open Reaction Database (ORD), a public repository of structured organic reaction records. Task: describe an organic reaction: reactants, conditions, products, and yield The reactants are N1C(CC2CCCCC12)C(=O)O (2-perhydroindolecarboxylic acid), C1(=CC=CC=C1)S(=O)(=O)Cl (benzenesulphonyl chloride). Solvent: [OH-].[Na+] (NaOH), [OH-].[Na+] (sodium hydroxide). Reaction conditions: time 24 hour. Yields the product C1(=CC=CC=C1)S(=O)(=O)N1C(CC2CCCCC12)C(=O)O (1-(Phenylsulphonyl)-2-perhydroindolecarboxylic acid). Reaction SMILES: [C:1]1([S:7](Cl)(=[O:9])=[O:8])[CH:6]=[CH:5][CH:4]=[CH:3][CH:2]=1.[NH:11]1[CH:19]2[CH:14]([CH2:15][CH2:16][CH2:17][CH2:18]2)[CH2:13][CH:12]1[C:20]([OH:22])=[O:21]>[OH-].[Na+]>[C:1]1([S:7]([N:11]2[CH:19]3[CH:14]([CH2:15][CH2:16][CH2:17][CH2:18]3)[CH2:13][CH:12]2[C:20]([OH:22])=[O:21])(=[O:9])=[O:8])[CH:6]=[CH:5][CH:4]=[CH:3][CH:2]=1 |f:2.3|. Procedure details: 29.8 mmol (3.8 ml) of benzenesulphonyl chloride and 7.4 ml of 4M sodium hydroxide solution are added in succession to a solution, cooled to 0° C., of 29.6 mmol (5 g) of 2-perhydroindolecarboxylic acid in 7.4 ml of 4M NaOH. The reaction mixture is left at room temperature, with stirring, for 24 hours. The mixture is then rendered acidic to pH 2-3 and filtered. The resulting solid is washed with ether to yield the expected product.